Dataset: the Open Reaction Database (ORD), a public repository of structured organic reaction records. Task: describe an organic reaction: reactants, conditions, products, and yield Isolated yield 39.5%. The solvent is C1CCOC1 (THF), C1CCOC1 (THF). Procedure: Methyllithium in diethyl ether (1.4 M, 23.5 mL, 33 mmol) was added to a solution of 2-methoxypyridine (1.93 mL, 18.3 mmol) in THF (120 mL) at −40° C. To this mixture was added diisopropylamine (0.128 mL, 0.9 mmol) upon which the mixture turned yellowish orange. After warming to 0° C. and stirring for 3 h, the mixture was cooled to −78° C. and N,N,N′-trimethyl-N′-formylethylenediamine (2.62 g, 20 mmol) was added slowly. The mixture was allowed to warm to −40° C. nBuLi in hexanes (1.6M, 22.9 mL, 3... Reactants: II (I2), C[Li] (Methyllithium), C(C)OCC (diethyl ether), COC1=NC=CC=C1 (2-methoxypyridine), C(C)(C)NC(C)C (diisopropylamine), [Li]CCCC (nBuLi), hexanes, CN(CCN(C=O)C)C (N,N,N′-trimethyl-N′-formylethylenediamine), [O-]S(=O)[O-].[Na+].[Na+] (Na2SO3). Reaction SMILES: C[Li].C([O:5][CH2:6]C)C.[CH3:8][O:9][C:10]1[CH:15]=[CH:14][CH:13]=[CH:12][N:11]=1.C(NC(C)C)(C)C.CN(C)CCN(C)C=O.[Li]CCCC.[I:37]I.[O-]S([O-])=O.[Na+].[Na+]>C1COCC1>[I:37][C:14]1[CH:13]=[CH:12][N:11]=[C:10]([O:9][CH3:8])[C:15]=1[CH:6]=[O:5] |f:7.8.9|. The product is IC1=C(C(=NC=C1)OC)C=O (4-Iodo-2-methoxy-pyridine-3-carbaldehyde). Reaction conditions: temperature 0 celsius, time 3 hour. Reactants: ClC(Cl)Cl, CC(C)c1ccc(CO)cn1. Product: CC(C)c1ccc(C=O)cn1. Reaction SMILES: [CH:12]([Cl:13])([Cl:14])[Cl:15].[OH:1][CH2:2][c:3]1[cH:4][cH:5][c:6]([CH:9]([CH3:10])[CH3:11])[n:7][cH:8]1>>[O:1]=[CH:2][c:3]1[cH:4][cH:5][c:6]([CH:9]([CH3:10])[CH3:11])[n:7][cH:8]1. Starting materials: CN1CCOCC1 (N-methyl morpholine), C(C)(C)(C)OC(=O)N[C@@H](C(C)(C)C)C(=O)O (N-tert-butyloxycarbonyl-L-tert-butylglycine), N[C@@H](CC(C)C)CO (L-leucinol), CN(C)C(=[N+](C)C)ON1C2=C(C=CC=C2)N=N1.[B-](F)(F)(F)F (TBTU), ice. Run in C(C)#N (acetonitrile). Reaction conditions: time 19 hour. The product is C(C)(C)(C)OC(=O)N[C@@H](C(C)(C)C)C(=O)N[C@@H](CC(C)C)CO (N-tert-butyloxycarbonyl-L-tert-butylglycyl-L-leucinol). The yield is 80.4%. Reaction SMILES: [C:1]([O:5][C:6]([NH:8][C@H:9]([C:14]([OH:16])=O)[C:10]([CH3:13])([CH3:12])[CH3:11])=[O:7])([CH3:4])([CH3:3])[CH3:2].[NH2:17][C@H:18]([CH2:23][OH:24])[CH2:19][CH:20]([CH3:22])[CH3:21].CN(C(ON1N=NC2C=CC=CC1=2)=[N+](C)C)C.[B-](F)(F)(F)F.CN1CCOCC1>C(#N)C>[C:1]([O:5][C:6]([NH:8][C@H:9]([C:14]([NH:17][C@H:18]([CH2:23][OH:24])[CH2:19][CH:20]([CH3:22])[CH3:21])=[O:16])[C:10]([CH3:11])([CH3:12])[CH3:13])=[O:7])([CH3:2])([CH3:3])[CH3:4] |f:2.3|. Reported procedure: To a suspension of N-tert-butyloxycarbonyl-L-tert-butylglycine 8 (2.43 g, 10.5 mmol), L-leucinol 9 (1.23 g, 10.5 mmol) and TBTU (3.44 g, 11.5 mmol) in acetonitrile (30 mL) at 0° (ice bath) was added N-methyl morpholine (1.3 mL, 11.5 mmol). The resulting mixture was stirred 19 h (allowing the ice bath to warm to room temperature) and the white solid was collected on a filter (486 mg, 14% yield). The mother liquors were purified by flash chromatography (SiO2, 25-35% EtOAc-hexane) affording N-tert-... Reactants: Br, CC(=O)O, COc1ccc(Oc2cc(F)cc(F)c2)cc1. The product is Oc1ccc(Oc2cc(F)cc(F)c2)cc1. Reaction SMILES: [BrH:18].[CH3:19][C:20](=[O:21])[OH:22].[F:1][c:2]1[cH:3][c:4]([O:5][c:6]2[cH:7][cH:8][c:9]([O:12][CH3:13])[cH:10][cH:11]2)[cH:14][c:15]([F:17])[cH:16]1>>[F:1][c:2]1[cH:3][c:4]([O:5][c:6]2[cH:7][cH:8][c:9]([OH:12])[cH:10][cH:11]2)[cH:14][c:15]([F:17])[cH:16]1. Reactants: C(C1=CC=CC=C1)OC=1C=C(OCC(=O)OCC[Si](C)(C)C)C=CC1[N+](=O)[O-] (2-trimethylsilanylethyl (3-benzyloxy-4-nitrophenoxy)acetate). The reagents and catalysts are [Pt] (Pt/C). Solvent: CCOC(=O)C (EtOAc). Conditions: time 3 hour. The product is NC1=C(C=C(OCC(=O)OCC[Si](C)(C)C)C=C1)OCC1=CC=CC=C1 (2-Trimethylsilanylethyl (4-amino-3-benzyloxyphenoxy)acetate). As a reaction SMILES: [CH2:1]([O:8][C:9]1[CH:10]=[C:11]([CH:23]=[CH:24][C:25]=1[N+:26]([O-])=O)[O:12][CH2:13][C:14]([O:16][CH2:17][CH2:18][Si:19]([CH3:22])([CH3:21])[CH3:20])=[O:15])[C:2]1[CH:7]=[CH:6][CH:5]=[CH:4][CH:3]=1>CCOC(C)=O.[Pt]>[NH2:26][C:25]1[CH:24]=[CH:23][C:11]([O:12][CH2:13][C:14]([O:16][CH2:17][CH2:18][Si:19]([CH3:22])([CH3:20])[CH3:21])=[O:15])=[CH:10][C:9]=1[O:8][CH2:1][C:2]1[CH:7]=[CH:6][CH:5]=[CH:4][CH:3]=1. Procedure details: A mixture of 2-trimethylsilanylethyl (3-benzyloxy-4-nitrophenoxy)acetate (5.0 g) and 5% Pt/C (500 mg) in EtOAc (50 mL) is hydrogenated at 1 atm for 3 h. The catalyst is filtered off through Celite and the solvent removed under reduced pressure to afford the title compound: 1H NMR (CDCl3)δ 7.31 (m, 5H), 6.73 (d, J=8.6 Hz, 1H), 6.56 (d, J=2.8 Hz, 1H), 6.29 (dd, J=8.6, 2.8 Hz, 1H), 5.01 (s, 2H), 4.45 (s, 2H), 4.94 (m, 2H), 0.98 (m, 2H), 0.00 (s, 9H). Starting materials: N (ammonia), COC1=CC=C(C=C1)C1=CC=2N=CN=C(C2N1)O (6-(4-Methoxyphenyl)-5H-pyrrolo[3,2-d]pyrimidin-4-ol), ice water, ClCCCl (1,2-dichloroethane), P(=O)(Cl)(Cl)Cl (phosphorus oxychloride). The solvent is O1CCCC1 (tetrahydrofuran), C(C)N(C1=CC=CC=C1)CC (N,N-diethylaniline). Run at temperature 110 celsius. The product is ClC=1C2=C(N=CN1)C=C(N2)C2=CC=C(C=C2)OC (4-chloro-6-(4-methoxyphenyl)-5H-pyrrolo[3,2-d]pyrimidine). RXN SMILES: [CH3:1][O:2][C:3]1[CH:8]=[CH:7][C:6]([C:9]2[NH:17][C:16]3[C:15](O)=[N:14][CH:13]=[N:12][C:11]=3[CH:10]=2)=[CH:5][CH:4]=1.[Cl:19]CCCl.P(Cl)(Cl)(Cl)=O.N>C(N(CC)C1C=CC=CC=1)C.O1CCCC1>[Cl:19][C:15]1[C:16]2[NH:17][C:9]([C:6]3[CH:7]=[CH:8][C:3]([O:2][CH3:1])=[CH:4][CH:5]=3)=[CH:10][C:11]=2[N:12]=[CH:13][N:14]=1. Procedure details: 6-(4-Methoxyphenyl)-5H-pyrrolo[3,2-d]pyrimidin-4-ol (500 mg) was suspended in N,N-diethylaniline (1.11 mL)/1,2-dichloroethane (3.73 mL), phosphorus oxychloride (2.29 mL) was added, and the mixture was stirred with heating at 110° C. for 2 hrs. After cooling to room temperature, the reaction mixture was treated with ice water (20 mL), and adjusted to pH 7 or above with aqueous ammonia. After diluting with tetrahydrofuran (500 mL), the mixture washed with saturated brine (50 mL). The organic layer... The reactants are CC(C)(C)c1ccc(N)cc1, CCN(C(C)C)C(C)C, O=S(Cl)Cl, O=C(O)c1ccc(-c2ccccn2)cc1. Yields the product CC(C)(C)c1ccc(NC(=O)c2ccc(-c3ccccn3)cc2)cc1. RXN SMILES: [C:25]([CH3:26])([CH3:27])([CH3:28])[c:29]1[cH:30][cH:31][c:32]([NH2:33])[cH:34][cH:35]1.[CH:16]([N:17]([CH2:18][CH3:19])[CH:20]([CH3:21])[CH3:22])([CH3:23])[CH3:24].[S:36]([Cl:37])([Cl:38])=[O:39].[n:1]1[c:2](-[c:7]2[cH:8][cH:9][c:10]([C:11](=[O:12])[OH:13])[cH:14][cH:15]2)[cH:3][cH:4][cH:5][cH:6]1>>[n:1]1[c:2](-[c:7]2[cH:8][cH:9][c:10]([C:11](=[O:13])[NH:33][c:32]3[cH:31][cH:30][c:29]([C:25]([CH3:26])([CH3:27])[CH3:28])[cH:35][cH:34]3)[cH:14][cH:15]2)[cH:3][cH:4][cH:5][cH:6]1. Reactants: NC1C(N(C2=C(C(=N1)C1=C(C=CC=C1)F)C=CC=C2)C)=O (3(R,S)-amino-1,3-dihydro- 1-methyl-5-(2-fluorophenyl)-2H-1,4-benzodiazepin-2-one), S1C=C(C=C1)C(=O)Cl (3-thiophenecarbonyl chloride). Yields the product FC1=C(C=CC=C1)C1=NC(C(N(C2=C1C=CC=C2)C)=O)NC(=O)C2=CSC=C2 (N-(5-(2-Fluorophenyl)-2,3-dihydro-1-methyl-2-oxo-1H-1,4-benzodiazepin-3-yl)-3-thiophenecarboxamide). Reaction SMILES: [NH2:1][CH:2]1[N:8]=[C:7]([C:9]2[CH:14]=[CH:13][CH:12]=[CH:11][C:10]=2[F:15])[C:6]2[CH:16]=[CH:17][CH:18]=[CH:19][C:5]=2[N:4]([CH3:20])[C:3]1=[O:21].[S:22]1[CH:26]=[CH:25][C:24]([C:27](Cl)=[O:28])=[CH:23]1>>[F:15][C:10]1[CH:11]=[CH:12][CH:13]=[CH:14][C:9]=1[C:7]1[C:6]2[CH:16]=[CH:17][CH:18]=[CH:19][C:5]=2[N:4]([CH3:20])[C:3](=[O:21])[CH:2]([NH:1][C:27]([C:24]2[CH:25]=[CH:26][S:22][CH:23]=2)=[O:28])[N:8]=1. Procedure details: The procedure of Example 134 was carried out using equivalent amounts of 3(R,S)-amino-1,3-dihydro- 1-methyl-5-(2-fluorophenyl)-2H-1,4-benzodiazepin-2-one and 3-thiophenecarbonyl chloride. The product was purified by chromatography on silica gel (5% (v/v) Et2O in CH2Cl2 elution). The combined product fractions were evaporated to dryness in vacuo to give the title compound which was dried at 65° C. Starting materials: COC(CCCCCOC1=CC(=C(C=C1)N)NC1=CC=CC=C1)=O (6-(3-phenylamino-4-aminophenyl)oxyhexanoic acid methyl ester), C(C)OC(OCC)(OCC)OCC (tetraethylorthocarbonate), [OH-].[Na+] (sodium hydroxide). Run in C(C)(=O)O (acetic acid). Product: COC(CCCCCOC=1C=CC2=C(N(C(=N2)OCC)C2=CC=CC=C2)C1)=O (6-[[2-Ethoxy-1-phenyl-1H-benzimidazol-6-yl]oxy]hexanoic acid methyl ester). RXN SMILES: [CH3:1][O:2][C:3](=[O:24])[CH2:4][CH2:5][CH2:6][CH2:7][CH2:8][O:9][C:10]1[CH:15]=[CH:14][C:13]([NH2:16])=[C:12]([NH:17][C:18]2[CH:23]=[CH:22][CH:21]=[CH:20][CH:19]=2)[CH:11]=1.[CH2:25]([O:27][C:28](OCC)(OCC)OCC)[CH3:26].[OH-].[Na+]>C(O)(=O)C>[CH3:1][O:2][C:3](=[O:24])[CH2:4][CH2:5][CH2:6][CH2:7][CH2:8][O:9][C:10]1[CH:15]=[CH:14][C:13]2[N:16]=[C:28]([O:27][CH2:25][CH3:26])[N:17]([C:18]3[CH:19]=[CH:20][CH:21]=[CH:22][CH:23]=3)[C:12]=2[CH:11]=1 |f:2.3|. Procedure details: 200 mg of 6-(3-phenylamino-4-aminophenyl)oxyhexanoic acid methyl ester was mixed with 0.19 ml of tetraethylorthocarbonate and 40 μl of acetic acid, and the mixture was heated for 4 hours to 80° C. After cooling, it was mixed with 1N sodium hydroxide solution, extracted three times with ethyl acetate, the combined organic phases were washed with saturated sodium chloride solution, dried on sodium sulfate and concentrated by evaporation in a vacuum. The residue was purified by column chromatograph...